From a dataset of the Open Reaction Database (ORD), a public repository of structured organic reaction records. describe an organic reaction: reactants, conditions, products, and yield Starting materials: N1(CCCCC1)C=C1C(N(C(S1)=O)CCCCSC1=CC=CC=2N1C=CN2)=O (5-(piperidin-1-yl)methylene-3-[4-(imidazo[1,2-a]pyridin-5-ylthio)butyl]-thiazolidine-2,4-dione), Cl (hydrochloric acid). Solvent: CO (methanol). Product: Cl.Cl.N1(CCCCC1)C=C1C(N(C(S1)=O)CCCCSC1=CC=CC=2N1C=CN2)=O (5-(piperidin-1-yl)methylene-3-[4-(imidazo[1,2-a]pyridin-5-ylthio)butyl]thiazolidine-2,4-dione dihydrochloride). RXN SMILES: [N:1]1([CH:7]=[C:8]2[S:12][C:11](=[O:13])[N:10]([CH2:14][CH2:15][CH2:16][CH2:17][S:18][C:19]3[N:24]4[CH:25]=[CH:26][N:27]=[C:23]4[CH:22]=[CH:21][CH:20]=3)[C:9]2=[O:28])[CH2:6][CH2:5][CH2:4][CH2:3][CH2:2]1.[ClH:29]>CO>[ClH:29].[ClH:29].[N:1]1([CH:7]=[C:8]2[S:12][C:11](=[O:13])[N:10]([CH2:14][CH2:15][CH2:16][CH2:17][S:18][C:19]3[N:24]4[CH:25]=[CH:26][N:27]=[C:23]4[CH:22]=[CH:21][CH:20]=3)[C:9]2=[O:28])[CH2:2][CH2:3][CH2:4][CH2:5][CH2:6]1 |f:3.4.5|. Procedure details: To a solution of 220 mg (0.526 mmol) of 5-(piperidin-1-yl)methylene-3-[4-(imidazo[1,2-a]pyridin-5-ylthio)butyl]-thiazolidine-2,4-dione in 10 ml of methanol, concentrated hydrochloric acid was added. After the solvent was distilled off, the residue was washed with diethyl ether to yield 218 mg (56.2%, white powder) of the desired product. Starting materials: C(C)(=O)C=1C=C(C=CC1)NC1=NC(=NC(=C1)C)N (4-(3-acetylphenyl)amino-2-amino-6methylpyrimidine), CI (methyl iodide). Solvent: CC(=O)C (acetone). Yields the product [I-].C(C)(=O)C=1C=C(C=CC1)NC1=NC(=[N+](C(=C1)C)C)N (4-(3-acetylphenyl)amino-2-amino-1,6-dimethylpyrimidinium iodide). Reaction SMILES: [C:1]([C:4]1[CH:5]=[C:6]([NH:10][C:11]2[CH:16]=[C:15]([CH3:17])[N:14]=[C:13]([NH2:18])[N:12]=2)[CH:7]=[CH:8][CH:9]=1)(=[O:3])[CH3:2].[CH3:19][I:20]>CC(C)=O>[I-:20].[C:1]([C:4]1[CH:5]=[C:6]([NH:10][C:11]2[CH:16]=[C:15]([CH3:17])[N+:14]([CH3:19])=[C:13]([NH2:18])[N:12]=2)[CH:7]=[CH:8][CH:9]=1)(=[O:3])[CH3:2] |f:3.4|. Procedure: Compound No. 14: 4-(3-acetylphenyl)amino-2-amino-6methylpyrimidine, Compound No. 15, (0.968 g) was suspended in acetone (5 mL) containing methyl iodide (2 mL) was heated at reflux for 48 hr. Filtration after cooling gave 0.657 g of 4-(3-acetylphenyl)amino-2-amino-1,6-dimethylpyrimidinium iodide as a white powder, mp 238°-40° C. Reactants: C(C=CCCC)(=O)O (hexenoic acid), [OH-].[NH4+] (ammonium hydroxide), C (carbon black). Run at temperature 150 celsius. Yields the product NC(CC(=O)O)CCC (3-aminohexanoic acid), compound 1.21. Reaction SMILES: [C:1]([OH:8])(=[O:7])[CH:2]=[CH:3][CH2:4][CH2:5][CH3:6].C.[OH-].[NH4+:11]>>[NH2:11][CH:3]([CH2:4][CH2:5][CH3:6])[CH2:2][C:1]([OH:8])=[O:7] |f:2.3|. Procedure: A mixture of 2 hexenoic acid (7.0 g, 0.06 mol) and concentrated aqueous ammonium hydroxide (70 ml) is heated for 24 hours in an autoclave at 150° C. The cooled mixture is treated with carbon black and filtered. After evaporation of the solvent the crude product is recrystallized from ethanol to give the title compound m.p. 203° C. (compound 1.21, Table 2). Following an analogous procedure, the compounds 1.8, 1.9, 1.12 and 1.18-1.20 of Table 1 are obtained. The reactants are N1C=CC2=CC=CC(=C12)C=CC(=O)OCC (ethyl 3-(indol-7-yl)acrylate). The reagents and catalysts are [Pd] (Pd/C). Run in C1CCOC1.CO (THF MeOH). Run at time 3 hour. Yields the product N1C=CC2=CC=CC(=C12)CCC(=O)OCC (Ethyl 3-(indol-7-yl)-propionate). Isolated yield 97.4%. RXN SMILES: [NH:1]1[C:9]2[C:4](=[CH:5][CH:6]=[CH:7][C:8]=2[CH:10]=[CH:11][C:12]([O:14][CH2:15][CH3:16])=[O:13])[CH:3]=[CH:2]1>[Pd].C1COCC1.CO>[NH:1]1[C:9]2[C:4](=[CH:5][CH:6]=[CH:7][C:8]=2[CH2:10][CH2:11][C:12]([O:14][CH2:15][CH3:16])=[O:13])[CH:3]=[CH:2]1 |f:2.3|. Procedure: A solution of ethyl 3-(indol-7-yl)acrylate (13.0 g, 60.5 mmol) in 1:1 THF/MeOH (120 mL), was added to a Parr bottle containing 10% Pd/C (0.87 g, 0.83 mmol). The mixture was hydrogenated in a Parr shaker over 3 h. The mixture was filtered over Celite and concentrated to afford the title compound (12.8 g, 97%) as a white solid. 1H NMR (400 MHz, DMSO-d6) 11.09 (s, 1H), 7.36 (dd, J=6, 2.4 Hz, 1H), 7.29 (t, J=2.4 Hz, 1H), 6.86–6.90 (m, 2H), 6.40 (dd, J=2.8, 2.0 Hz, 1H), 4.04 (q, J=6.8 Hz, 2H), 3.09 (... Starting materials: Cl (monohydrochloride), [N+](=O)([O-])C=1C=C2C(C(=O)OC2=O)=CC1 (4-nitrophthalic anhydride), NC1CCN(CC1)CCC1=CC=CC=C1 (4-amino-1-(2-phenylethyl)piperidine). The product is [N+](=O)([O-])C=1C=C2C(C(=O)N(C2=O)C2CCN(CC2)CCC2=CC=CC=C2)=CC1 (4-(4-Nitrophthalimido)-1-(2-phenylethyl)piperidine). Reaction SMILES: [N+:1]([C:4]1[CH:5]=[C:6]2[C:11](=[O:12])[O:10][C:8](=O)[C:7]2=[CH:13][CH:14]=1)([O-:3])=[O:2].[NH2:15][CH:16]1[CH2:21][CH2:20][N:19]([CH2:22][CH2:23][C:24]2[CH:29]=[CH:28][CH:27]=[CH:26][CH:25]=2)[CH2:18][CH2:17]1.Cl>>[N+:1]([C:4]1[CH:5]=[C:6]2[C:11](=[O:12])[N:15]([CH:16]3[CH2:21][CH2:20][N:19]([CH2:22][CH2:23][C:24]4[CH:29]=[CH:28][CH:27]=[CH:26][CH:25]=4)[CH2:18][CH2:17]3)[C:8](=[O:10])[C:7]2=[CH:13][CH:14]=1)([O-:3])=[O:2]. Reported procedure: 9.66 Grams of 4-nitrophthalic anhydride and 10.11 grams of 4-amino-1-(2-phenylethyl)piperidine were reacted in a similar manner to that described in Example 12 to give 10.51 grams of the title compound as the monohydrochloride. The reactants are C(CCCC)Br (n-pentyl bromide), OC1=C(C(=O)C2=CC=CC=C2)C=C(C=C1)CCCCCCCCC (2-hydroxy-5-nonyl benzophenone), [OH-].[Na+] (NaOH). Reagents/catalysts: [Br-].C(CCC)[N+](CCCC)(CCCC)CCCC (tetra-n-butylammonium bromide). Run in C(Cl)Cl (CH2Cl2), C(Cl)Cl (methylene chloride), O (water). Yields the product C(CCCC)OC1=C(C(=O)C2=CC=CC=C2)C=C(C=C1)CCCCCCCCC (2-n-pentoxy-5-nonyl benzophenone). Yield: 82.0%. Reaction SMILES: [OH:1][C:2]1[CH:15]=[CH:14][C:13]([CH2:16][CH2:17][CH2:18][CH2:19][CH2:20][CH2:21][CH2:22][CH2:23][CH3:24])=[CH:12][C:3]=1[C:4]([C:6]1[CH:11]=[CH:10][CH:9]=[CH:8][CH:7]=1)=[O:5].[OH-].[Na+].[CH2:27](Br)[CH2:28][CH2:29][CH2:30][CH3:31]>C(Cl)Cl.O.[Br-].C([N+](CCCC)(CCCC)CCCC)CCC>[CH2:27]([O:1][C:2]1[CH:15]=[CH:14][C:13]([CH2:16][CH2:17][CH2:18][CH2:19][CH2:20][CH2:21][CH2:22][CH2:23][CH3:24])=[CH:12][C:3]=1[C:4]([C:6]1[CH:11]=[CH:10][CH:9]=[CH:8][CH:7]=1)=[O:5])[CH2:28][CH2:29][CH2:30][CH3:31] |f:1.2,6.7|. Procedure details: A solution of 2-hydroxy-5-nonyl benzophenone, 15 g, in 100 mL methylene chloride was mixed with a solution of 9.25 g NaOH in 100 mL water. To this mixture was added 6.9 g n-pentyl bromide and 1.48 g tetra-n-butylammonium bromide. The whole mixture was then vigorously agitated overnight at 40° C. After cooling to room temperature with 50 mL CH2Cl2. The combined methylene chloride layers were concentrated to an oil, which was taken up in 100 mL petroleum ether and washed with 100 mL water. Finally...